From a dataset of the Open Reaction Database (ORD), a public repository of structured organic reaction records. describe an organic reaction: reactants, conditions, products, and yield The reactants are CC#N, FC(F)(F)Oc1ccc(CBr)cc1, c1ccc(P(c2ccccc2)c2ccccc2)cc1. Product: [Br-], FC(F)(F)Oc1ccc(C[P+](c2ccccc2)(c2ccccc2)c2ccccc2)cc1. RXN SMILES: [CH3:33][C:34]#[N:35].[F:1][C:2]([O:3][c:4]1[cH:5][cH:6][c:7]([CH2:8][Br:9])[cH:10][cH:11]1)([F:12])[F:13].[c:14]1([P:20]([c:21]2[cH:22][cH:23][cH:24][cH:25][cH:26]2)[c:27]2[cH:28][cH:29][cH:30][cH:31][cH:32]2)[cH:15][cH:16][cH:17][cH:18][cH:19]1>>[Br-:9].[F:1][C:2]([O:3][c:4]1[cH:5][cH:6][c:7]([CH2:8][P+:20]([c:14]2[cH:15][cH:16][cH:17][cH:18][cH:19]2)([c:21]2[cH:22][cH:23][cH:24][cH:25][cH:26]2)[c:27]2[cH:28][cH:29][cH:30][cH:31][cH:32]2)[cH:10][cH:11]1)([F:12])[F:13]. Starting materials: CCOC(=O)c1c[nH]cc1C#N, CO, Cl, [Na+], [OH-]. Product: N#Cc1c[nH]cc1C(=O)O. RXN SMILES: [CH2:1]([CH3:2])[O:3][C:4](=[O:5])[c:6]1[cH:7][nH:8][cH:9][c:10]1[C:11]#[N:12].[CH3:16][OH:17].[ClH:15].[Na+:14].[OH-:13]>>[O:3]=[C:4]([OH:5])[c:6]1[cH:7][nH:8][cH:9][c:10]1[C:11]#[N:12]. The reactants are N12C(C(CC2CC1=O)=O)C(=O)OCC1=CC=CC=C1 (benzyl 1-azabicyclo[3.2.0]heptane-3,7-dione-2-carboxylate), FC(F)(F)S(=O)(=O)OCCN=[N+]=[N-] (2-azidoethyl trifluoromethyl sulfonate), C([O-])([O-])=O.[K+].[K+] (potassium carbonate). Run in CCOCC (ether), C=C (acetene). Run at temperature 25 celsius, time 2 hour. Product: N(=[N+]=[N-])CCOC1=C(N2C(CC2C1)=O)C(=O)OCC1=CC=CC=C1 (benzyl 3-(2-azidoethyloxy)-1-azabicyclo[3.2.0]hept-2-en-7-one-2-carboxylate). RXN SMILES: [N:1]12[C:7](=[O:8])[CH2:6][CH:5]1[CH2:4][C:3](=[O:9])[CH:2]2[C:10]([O:12][CH2:13][C:14]1[CH:19]=[CH:18][CH:17]=[CH:16][CH:15]=1)=[O:11].FC(S(O[CH2:28][CH2:29][N:30]=[N+:31]=[N-:32])(=O)=O)(F)F.C(=O)([O-])[O-].[K+].[K+]>C=C.CCOCC>[N:30]([CH2:29][CH2:28][O:9][C:3]1[CH2:4][CH:5]2[N:1]([C:7](=[O:8])[CH2:6]2)[C:2]=1[C:10]([O:12][CH2:13][C:14]1[CH:19]=[CH:18][CH:17]=[CH:16][CH:15]=1)=[O:11])=[N+:31]=[N-:32] |f:2.3.4|. Procedure details: A mixture of benzyl 1-azabicyclo[3.2.0]heptane-3,7-dione-2-carboxylate (26 mg) and 2-azidoethyl trifluoromethyl sulfonate (26 mg) in anhydrous acetene (0.5 ml) containing powdered potassium carbonate (28 mg) is stirred at 25° C. in a capped flask for 2 hrs. The mixture is diluted with anhydrous ether (5 ml) and filtered. The filtrate is washed with water (2 ml) and brine, dried with MgSO4, filtered, and evaporated in vacuo. The residue is purified by plc on a silica gel GF plate to afford benzyl... The reactants are Cl.Cl.FC(C(=O)NCC1N(CCN(C1)CC1=CC=CC=C1)CC1=CC=CC=C1)(F)F (2-trifluoroacetylaminomethyl-1,4-diphenylmethyl piperazine dihydrochloride). Reagents/catalysts: [Pd] (palladium on carbon). The solvent is CO (methanol), O (water). The product is FC(C(=O)NCC1NCCNC1)(F)F (2-TRIFLUOROACETYLAMINOMETHYL PIPERAZINE). The yield is 96.8%. RXN SMILES: Cl.Cl.[F:3][C:4]([F:30])([F:29])[C:5]([NH:7][CH2:8][CH:9]1[CH2:14][N:13](CC2C=CC=CC=2)[CH2:12][CH2:11][N:10]1CC1C=CC=CC=1)=[O:6]>CO.[Pd].O>[F:29][C:4]([F:3])([F:30])[C:5]([NH:7][CH2:8][CH:9]1[CH2:14][NH:13][CH2:12][CH2:11][NH:10]1)=[O:6] |f:0.1.2|. Reported procedure: To a solution of 3.1 g (6.7 mmol) of 2-trifluoroacetylaminomethyl-1,4-diphenylmethyl piperazine dihydrochloride in 100 ml methanol was added a suspension of 0.5 g palladium on carbon in 2 ml water. The mixture was hydrogenized for 30 mn, the catalyst was filtered off and the solvent was removed, taken up in 10 ml absolute ethanol, evaporated again and crystallized in ether to yield 1.37 g of a white powder (72%) as title compound. Reactants: C(C)(C)(C)OC(=O)N1CCN(CC1)C1=C2C3=C(C(NC2=NC=C1)=O)C=CC=C3 (4-(6-Oxo-5,6-dihydro-benzo[c][1,8]naphthyridin-1-yl)-piperazine-1-carboxylic acid tert-butyl ester). Solvent: Cl.CO (HCl MeOH). Reaction conditions: temperature 60 celsius, time 4 hour. Yields the product N1(CCNCC1)C1=C2C3=C(C(NC2=NC=C1)=O)C=CC=C3 (1-piperazin-1-yl-5H-benzo[c][1,8]naphthyridin-6-one). Isolated yield 118.9%. RXN SMILES: C(OC([N:8]1[CH2:13][CH2:12][N:11]([C:14]2[CH:23]=[CH:22][N:21]=[C:20]3[C:15]=2[C:16]2[CH:28]=[CH:27][CH:26]=[CH:25][C:17]=2[C:18](=[O:24])[NH:19]3)[CH2:10][CH2:9]1)=O)(C)(C)C>Cl.CO>[N:11]1([C:14]2[CH:23]=[CH:22][N:21]=[C:20]3[C:15]=2[C:16]2[CH:28]=[CH:27][CH:26]=[CH:25][C:17]=2[C:18](=[O:24])[NH:19]3)[CH2:10][CH2:9][NH:8][CH2:13][CH2:12]1 |f:1.2|. Procedure details: Compound 178 (70 mg, 0.18 mmol) was dissolved in 1.5 M HCl/MeOH (5 mL), and stirred for 4 h at 60° C. The reaction solution was concentrated, and the resulting precipitate was dried under vacuum to provide 179 (60 mg, 92% yield) as a white solid. LC-MS (M+H=281, obsd.=281). Starting materials: BrC1=CC(=C(C=C1)S(=O)(=O)N(C)C)N(C)C (4-bromo-2-(dimethylamino)-N,N-dimethylbenzenesulfonamide), C(C)(C)(C)P(C(C)(C)C)C(C)(C)C (Tri-t-butylphosphine), C(#N)C1=CC=C(N1C)B(O)O (5-cyano-1-methyl-1H-pyrrol-2-ylboronic acid), [F-].[K+] (potassium fluoride). The reagents and catalysts are C=1C=CC(=CC1)/C=C/C(=O)/C=C/C2=CC=CC=C2.C=1C=CC(=CC1)/C=C/C(=O)/C=C/C2=CC=CC=C2.C=1C=CC(=CC1)/C=C/C(=O)/C=C/C2=CC=CC=C2.[Pd].[Pd] (tris(dibenzylideneacetone)dipalladium(0)). Run at time 16 hour. The product is C(#N)C1=CC=C(N1C)C1=CC(=C(C=C1)S(=O)(=O)N(C)C)N(C)C (4-(5-cyano-1-methyl-1H-pyrrol-2-yl)-2-(dimethylamino)-N,N-dimethylbenzenesulfonamide). The yield is 14.3%. As a reaction SMILES: Br[C:2]1[CH:7]=[CH:6][C:5]([S:8]([N:11]([CH3:13])[CH3:12])(=[O:10])=[O:9])=[C:4]([N:14]([CH3:16])[CH3:15])[CH:3]=1.[C:17]([C:19]1[N:23]([CH3:24])[C:22](B(O)O)=[CH:21][CH:20]=1)#[N:18].[F-].[K+].C(P(C(C)(C)C)C(C)(C)C)(C)(C)C>C1C=CC(/C=C/C(/C=C/C2C=CC=CC=2)=O)=CC=1.C1C=CC(/C=C/C(/C=C/C2C=CC=CC=2)=O)=CC=1.C1C=CC(/C=C/C(/C=C/C2C=CC=CC=2)=O)=CC=1.[Pd].[Pd]>[C:17]([C:19]1[N:23]([CH3:24])[C:22]([C:2]2[CH:7]=[CH:6][C:5]([S:8]([N:11]([CH3:13])[CH3:12])(=[O:10])=[O:9])=[C:4]([N:14]([CH3:16])[CH3:15])[CH:3]=2)=[CH:21][CH:20]=1)#[N:18] |f:2.3,5.6.7.8.9|. Procedure details: According to general procedure B, 4-bromo-2-(dimethylamino)-N,N-dimethylbenzenesulfonamide (180 mg, 0.59 mmol), 5-cyano-1-methyl-1H-pyrrol-2-ylboronic acid (107 mg, 0.71 mmol), potassium fluoride (113 mg, 1.95 mmol), and tris(dibenzylideneacetone)dipalladium(0) (15 mg, 0.01 mmol) were placed in an oven dried flask under nitrogen and dry THF (1.4 mL) was added. Tri-t-butylphosphine (89 μL, 0.02 mmol, 10 wt % in hexane) was added and the reaction was stirred for 16 hours. 4-(5-cyano-1-methyl-1H-py... Starting materials: Cc1cc(C)c(C=CC2OCC(C)(C)CO2)c(Br)c1, O=Cc1ccccc1. Yields the product Cc1cc(C)c(C=CC2OCC(C)(C)CO2)c(C(O)c2ccccc2)c1. Reaction SMILES: [Br:1][c:2]1[c:3]([CH:10]=[CH:11][CH:12]2[O:13][CH2:14][C:15]([CH3:18])([CH3:19])[CH2:16][O:17]2)[c:4]([CH3:9])[cH:5][c:6]([CH3:8])[cH:7]1.[CH:20](=[O:21])[c:22]1[cH:23][cH:24][cH:25][cH:26][cH:27]1>>[c:2]1([CH:20]([OH:21])[c:22]2[cH:23][cH:24][cH:25][cH:26][cH:27]2)[c:3]([CH:10]=[CH:11][CH:12]2[O:13][CH2:14][C:15]([CH3:18])([CH3:19])[CH2:16][O:17]2)[c:4]([CH3:9])[cH:5][c:6]([CH3:8])[cH:7]1. Starting materials: N1(CCCCC1)CC1=CC=C(O1)CNCCN1C(NCC1)=C(C#N)C#N ([1-[2-[(5-Piperidinomethyl-2-furanyl)methylamino]ethyl]-2-imidazolidinylidene]propanedinitrile), C(C)(=O)OC(C)=O (acetic anhydride), CO (methanol). The solvent is N1=CC=CC=C1 (pyridine). Conditions: time 0.5 hour. The product is C(C)(=O)N(CC=1OC(=CC1)CN1CCCCC1)CCN1C(NCC1)=C(C#N)C#N ([1-[2-[N-(Acetyl)-N-[(5-piperidinomethyl-2-furanyl)methyl]amino]ethyl]-2-imidazolidinylidene]-propanedinitrile). Isolated yield 98.5%. Reaction SMILES: [N:1]1([CH2:7][C:8]2[O:12][C:11]([CH2:13][NH:14][CH2:15][CH2:16][N:17]3[CH2:21][CH2:20][NH:19][C:18]3=[C:22]([C:25]#[N:26])[C:23]#[N:24])=[CH:10][CH:9]=2)[CH2:6][CH2:5][CH2:4][CH2:3][CH2:2]1.[C:27](OC(=O)C)(=[O:29])[CH3:28].CO>N1C=CC=CC=1>[C:27]([N:14]([CH2:15][CH2:16][N:17]1[CH2:21][CH2:20][NH:19][C:18]1=[C:22]([C:23]#[N:24])[C:25]#[N:26])[CH2:13][C:11]1[O:12][C:8]([CH2:7][N:1]2[CH2:6][CH2:5][CH2:4][CH2:3][CH2:2]2)=[CH:9][CH:10]=1)(=[O:29])[CH3:28]. Procedure: In 12 ml of pyridine was dissolved 0.6 g (1.69 mmol) of Compound 28, and 260 mg (2.55 mmol) of acetic anhydride was added dropwise. The reaction mixture was stirred at room temperature for 0.5 hour and, after addition of 1 ml of methanol, the solvent was distilled off. The residue was diluted with 20 ml of water, adjusted to pH 13 with 5N sodium hydroxide solution and extracted with methylene chloride. The extract was washed with saturated aqueous sodium chloride solution twice and dried over an...